Dataset: the Open Reaction Database (ORD), a public repository of structured organic reaction records. Task: describe an organic reaction: reactants, conditions, products, and yield Starting materials: c1ccc(CN2CCNCC2)cc1, CCCCOC(=O)Cl, ClCCl, O. Yields the product CCCCOC(=O)N1CCN(Cc2ccccc2)CC1. Reaction SMILES: [CH2:1]([c:2]1[cH:3][cH:4][cH:5][cH:6][cH:7]1)[N:8]1[CH2:9][CH2:10][NH:11][CH2:12][CH2:13]1.[Cl:14][C:15](=[O:16])[O:17][CH2:18][CH2:19][CH2:20][CH3:21].[Cl:23][CH2:24][Cl:25].[OH2:22]>>[CH2:1]([c:2]1[cH:3][cH:4][cH:5][cH:6][cH:7]1)[N:8]1[CH2:9][CH2:10][N:11]([C:15](=[O:16])[O:17][CH2:18][CH2:19][CH2:20][CH3:21])[CH2:12][CH2:13]1.